Dataset: the Open Reaction Database (ORD), a public repository of structured organic reaction records. Task: describe an organic reaction: reactants, conditions, products, and yield Reactants: ClCCCBr, O=C([O-])[O-], CN(C)C=O, [K+], [K+], Oc1ccc(C=Cc2ccccc2)cc1. Product: ClCCCOc1ccc(C=Cc2ccccc2)cc1. RXN SMILES: [Br:22][CH2:23][CH2:24][CH2:25][Cl:26].[C:16](=[O:17])([O-:18])[O-:19].[CH3:27][N:28]([CH3:29])[CH:30]=[O:31].[K+:20].[K+:21].[OH:1][c:2]1[cH:3][cH:4][c:5]([CH:8]=[CH:9][c:10]2[cH:11][cH:12][cH:13][cH:14][cH:15]2)[cH:6][cH:7]1>>[O:1]([c:2]1[cH:3][cH:4][c:5]([CH:8]=[CH:9][c:10]2[cH:11][cH:12][cH:13][cH:14][cH:15]2)[cH:6][cH:7]1)[CH2:23][CH2:24][CH2:25][Cl:26]. Starting materials: C(C1=CC=CC=C1)OCCOC1=CC=C2C(=NNC2=C1)N (6-(2-benzyloxy-ethoxy)-1H-indazol-3-ylamine), BrC1=CC=C(C(=O)Cl)C=C1 (4-bromo-benzoyl chloride). Run in N1=CC=CC=C1 (pyridine). Conditions: time 8 hour. Yields the product C(C1=CC=CC=C1)OCCOC1=CC=C2C(=NNC2=C1)NC(C1=CC=C(C=C1)Br)=O (N-[6-(2-Benzyloxy-ethoxy)-1H-indazol-3-yl]-4-bromo-benzamide). Isolated yield 60.9%. RXN SMILES: [CH2:1]([O:8][CH2:9][CH2:10][O:11][C:12]1[CH:20]=[C:19]2[C:15]([C:16]([NH2:21])=[N:17][NH:18]2)=[CH:14][CH:13]=1)[C:2]1[CH:7]=[CH:6][CH:5]=[CH:4][CH:3]=1.[Br:22][C:23]1[CH:31]=[CH:30][C:26]([C:27](Cl)=[O:28])=[CH:25][CH:24]=1>N1C=CC=CC=1>[CH2:1]([O:8][CH2:9][CH2:10][O:11][C:12]1[CH:20]=[C:19]2[C:15]([C:16]([NH:21][C:27](=[O:28])[C:26]3[CH:30]=[CH:31][C:23]([Br:22])=[CH:24][CH:25]=3)=[N:17][NH:18]2)=[CH:14][CH:13]=1)[C:2]1[CH:3]=[CH:4][CH:5]=[CH:6][CH:7]=1. Procedure: To a stirred solution of 6-(2-benzyloxy-ethoxy)-1H-indazol-3-ylamine (3.0 g, 10.6 mmol) in 30 ml of dry pyridine, at 0° C., under argon atmosphere, was added portionwise 4-bromo-benzoyl chloride (2.32 g, 10.6 mmol). The reaction mixture was allowed to warm to r.t. under stirring overnight then evaporated to dryness. The residue was treated with 50 ml of MeOH and 25 ml of 2N NaOH and stirred at r.t. for 1 h. The mixture was concentrated to ca. 10 ml by rotary evaporation, diluted with 200 ml of w...